Dataset: the Open Reaction Database (ORD), a public repository of structured organic reaction records. Task: describe an organic reaction: reactants, conditions, products, and yield Reactants: C1(CCCCC1)N=C=NC1CCCCC1 (dicyclohexylcarbodiimide), CN1C=C(C2=CC(=CC=C12)[N+](=O)[O-])CC1=C(C=C(C(=O)O)C=C1)OC (4-(1-methyl-5-nitroindol -3-ylmethyl)-3-methoxybenzoic acid), ClC1=C(C=C(C(=C1)Cl)Cl)O (2,4,5-trichlorophenol). Reagents/catalysts: CN(C1=CC=NC=C1)C (4-dimethylaminopyridine). Run in O1CCCC1 (tetrahydrofuran). Conditions: time 15 hour. Yields the product ClC1=C(C=C(C(=C1)Cl)Cl)OC(C1=CC(=C(C=C1)CC1=CN(C2=CC=C(C=C12)[N+](=O)[O-])C)OC)=O (3-methoxy-4-(1-methyl-5-nitroindol -3-ylmethyl)-benzoic acid 2.4,5 -trichlorophenyl ester). Isolated yield 67.0%. RXN SMILES: C1(N=C=NC2CCCCC2)CCCCC1.[CH3:16][N:17]1[C:25]2[C:20](=[CH:21][C:22]([N+:26]([O-:28])=[O:27])=[CH:23][CH:24]=2)[C:19]([CH2:29][C:30]2[CH:38]=[CH:37][C:33]([C:34]([OH:36])=[O:35])=[CH:32][C:31]=2[O:39][CH3:40])=[CH:18]1.[Cl:41][C:42]1[CH:47]=[C:46]([Cl:48])[C:45]([Cl:49])=[CH:44][C:43]=1O>CN(C)C1C=CN=CC=1.O1CCCC1>[Cl:41][C:42]1[CH:47]=[C:46]([Cl:48])[C:45]([Cl:49])=[CH:44][C:43]=1[O:35][C:34](=[O:36])[C:33]1[CH:37]=[CH:38][C:30]([CH2:29][C:19]2[C:20]3[C:25](=[CH:24][CH:23]=[C:22]([N+:26]([O-:28])=[O:27])[CH:21]=3)[N:17]([CH3:16])[CH:18]=2)=[C:31]([O:39][CH3:40])[CH:32]=1. Procedure: Process Step a2): 1.66 g of dicyclohexylcarbodiimide are added at room temperature, with stirring and in a nitrogen atmosphere, to a mixture of 2.38 of 4-(1-methyl-5-nitroindol -3-ylmethyl)-3-methoxybenzoic acid [Example 1, Process Step a1)], 1.48 g of 2,4,5-trichlorophenol and 1.0 g of 4-dimethylaminopyridine in 140 ml of tetrahydrofuran. The reaction mixture is stirred at room temperature for 15 hours and filtered. The filtrate is concentrated by evaporation in vacuo at 50° and the residue is ... Reactants: Cn1c(C(F)(F)F)cc(=O)n(-c2ccc(Cl)c3nc(C(C)(C)C)oc23)c1=O, CCOC(=O)N(Cl)Cl, Cl, O=c1cc[nH]c(=O)[nH]1. Yields the product Cn1c(C(F)(F)F)c(Cl)c(=O)n(-c2ccc(Cl)c3nc(C(C)(C)C)oc23)c1=O. RXN SMILES: [C:10]([CH3:11])([CH3:12])([CH3:13])[c:14]1[o:15][c:16]2[c:17]([n:18]1)[c:19]([Cl:36])[cH:20][cH:21][c:22]2-[n:23]1[c:24](=[O:35])[n:25]([CH3:34])[c:26]([C:30]([F:31])([F:32])[F:33])[cH:27][c:28]1=[O:29].[Cl:37][N:38]([Cl:39])[C:40]([O:41][CH2:42][CH3:43])=[O:44].[Cl:9].[nH:1]1[cH:2][cH:3][c:4](=[O:5])[nH:6][c:7]1=[O:8]>>[C:10]([CH3:11])([CH3:12])([CH3:13])[c:14]1[o:15][c:16]2[c:17]([n:18]1)[c:19]([Cl:36])[cH:20][cH:21][c:22]2-[n:23]1[c:24](=[O:35])[n:25]([CH3:34])[c:26]([C:30]([F:31])([F:32])[F:33])[c:27]([Cl:37])[c:28]1=[O:29]. Yields the product ClC1=C(N)C(=CC=C1)Cl (2,6-dichloroaniline). Run in O (water). The yield is 90.8%. Procedure details: 0.2 mole=49.3 g of ethyl 3,5-dichloro-4-amino-benzoate were initially introduced into an autoclave together with 250 ml of water. The mixture was heated to 250° C. and stirred at this temperature for 2.5 hours. Reaction gas formed was continuously removed to maintain a pressure of about 40 bar. The product was subsequently recovered by steam distillation. 31 g of 2,6-dichloroaniline were obtained, corresponding to a yield of 94%. Reactants: ClC=1C=C(C(=O)OCC)C=C(C1N)Cl (ethyl 3,5-dichloro-4-amino-benzoate). Conditions: temperature 250 celsius, time 2.5 hour. RXN SMILES: [Cl:1][C:2]1[CH:3]=[C:4]([CH:10]=[C:11]([Cl:14])[C:12]=1[NH2:13])C(OCC)=O>O>[Cl:1][C:2]1[CH:3]=[CH:4][CH:10]=[C:11]([Cl:14])[C:12]=1[NH2:13]. Starting materials: NCc1ccc(-c2cc(-c3ccc4cn(Cc5ccccc5)nc4c3)c3c(N)ncnn23)cc1, O=C1CCCC1. Product: Nc1ncnn2c(-c3ccc(CNC4CCCC4)cc3)cc(-c3ccc4cn(Cc5ccccc5)nc4c3)c12. RXN SMILES: [NH2:1][CH2:2][c:3]1[cH:4][cH:5][c:6](-[c:9]2[cH:10][c:11](-[c:19]3[cH:20][cH:21][c:22]4[cH:23][n:24]([CH2:28][c:29]5[cH:30][cH:31][cH:32][cH:33][cH:34]5)[n:25][c:26]4[cH:27]3)[c:12]3[c:13]([NH2:18])[n:14][cH:15][n:16][n:17]23)[cH:7][cH:8]1.[O:35]=[C:36]1[CH2:37][CH2:38][CH2:39][CH2:40]1>>[NH:1]([CH2:2][c:3]1[cH:4][cH:5][c:6](-[c:9]2[cH:10][c:11](-[c:19]3[cH:20][cH:21][c:22]4[cH:23][n:24]([CH2:28][c:29]5[cH:30][cH:31][cH:32][cH:33][cH:34]5)[n:25][c:26]4[cH:27]3)[c:12]3[c:13]([NH2:18])[n:14][cH:15][n:16][n:17]23)[cH:7][cH:8]1)[CH:36]1[CH2:37][CH2:38][CH2:39][CH2:40]1. Starting materials: FC1=CC=C(C=C1)C(C(=O)O)C1=CC=C(C=C1)F (bis(4-fluorophenyl)acetic acid), S(=O)(Cl)Cl (thionyl chloride). Yields the product FC1=CC=C(C=C1)C(C(=O)Cl)C1=CC=C(C=C1)F (Bis(4-fluorophenyl)acetyl chloride). Reaction SMILES: [F:1][C:2]1[CH:7]=[CH:6][C:5]([CH:8]([C:12]2[CH:17]=[CH:16][C:15]([F:18])=[CH:14][CH:13]=2)[C:9](O)=[O:10])=[CH:4][CH:3]=1.S(Cl)([Cl:21])=O>>[F:1][C:2]1[CH:7]=[CH:6][C:5]([CH:8]([C:12]2[CH:17]=[CH:16][C:15]([F:18])=[CH:14][CH:13]=2)[C:9]([Cl:21])=[O:10])=[CH:4][CH:3]=1. Reported procedure: 35.5 g (0.143 mol) of bis(4-fluorophenyl)acetic acid were stirred at the reflux temperature in 150 ml of thionyl chloride for 4.5 hours and the excess thionyl chloride was evaporated off in vacuo. Starting materials: C(C)(=O)OCC (ethyl acetate), N1(CCCC1)C#N (1-pyrrolidinecarbonitrile), Cl.C1(=CC=CC=C1)NC(=O)CCCC1=CC=C(N)C=C1 (4-(3-((phenylamino)carbonyl)propyl)aniline hydrochloride). Reagents/catalysts: CN(C1=CC=NC=C1)C (4-dimethylaminopyridine). Solvent: ClC1=CC=CC=C1 (chlorobenzene), C(C)(C)O (isopropanol). Yields the product C1(=CC=CC=C1)NC(=O)CCCC1=CC=C(C=C1)NC(=N)N1CCCC1 (N-(4(3-((phenylamino)carbonyl)propyl)phenyl)-1-pyrrolidinecarboximidamide). As a reaction SMILES: Cl.[C:2]1([NH:8][C:9]([CH2:11][CH2:12][CH2:13][C:14]2[CH:20]=[CH:19][C:17]([NH2:18])=[CH:16][CH:15]=2)=[O:10])[CH:7]=[CH:6][CH:5]=[CH:4][CH:3]=1.[N:21]1([C:26]#[N:27])[CH2:25][CH2:24][CH2:23][CH2:22]1.C(OCC)(=O)C>ClC1C=CC=CC=1.CN(C)C1C=CN=CC=1.C(O)(C)C>[C:2]1([NH:8][C:9]([CH2:11][CH2:12][CH2:13][C:14]2[CH:20]=[CH:19][C:17]([NH:18][C:26]([N:21]3[CH2:25][CH2:24][CH2:23][CH2:22]3)=[NH:27])=[CH:16][CH:15]=2)=[O:10])[CH:3]=[CH:4][CH:5]=[CH:6][CH:7]=1 |f:0.1|. Reported procedure: To a stirred suspension of the product of step (a) (1.7 g; 0.0052 moles) in 30 ml of chlorobenzene was added a catalytic amount of 4-dimethylaminopyridine. To this was added 1-pyrrolidinecarbonitrile (1.2 ml; 0.016 moles) and the reaction then heated to reflux for 6 hours. The reaction was then cooled and the solvent decanted. To the residue was added 100 ml of 2N sodium hydroxide. The aqueous phase was then extracted 3×75 ml of chloroform and the organic extract was dried over magnesium sulphat...